Dataset: the Open Reaction Database (ORD), a public repository of structured organic reaction records. Task: describe an organic reaction: reactants, conditions, products, and yield Reactants: COC1=NC(=NC(=C1)C)C1=CC=C(C=C1)C (4-methoxy-6-methyl-2-p-tolylpyrimidine), BrN1C(CCC1=O)=O (N-bromosuccinimide), azoisobutyronitrile. Reagents/catalysts: C(C1=CC=CC=C1)(=O)OOC(C1=CC=CC=C1)=O (dibenzoyl peroxide). Run in ClC(Cl)(Cl)Cl (tetrachloromethane). Run at time 2 hour. Yields the product BrCC1=CC=C(C=C1)C1=NC(=CC(=N1)OC)C (2-(4-bromomethylphenyl)-4-methoxy-6-methylpyrimidine). Isolated yield 75.1%. As a reaction SMILES: [Br:1]N1C(=O)CCC1=O.[CH3:9][O:10][C:11]1[CH:16]=[C:15]([CH3:17])[N:14]=[C:13]([C:18]2[CH:23]=[CH:22][C:21]([CH3:24])=[CH:20][CH:19]=2)[N:12]=1>ClC(Cl)(Cl)Cl.C(OOC(=O)C1C=CC=CC=1)(=O)C1C=CC=CC=1>[Br:1][CH2:24][C:21]1[CH:22]=[CH:23][C:18]([C:13]2[N:12]=[C:11]([O:10][CH3:9])[CH:16]=[C:15]([CH3:17])[N:14]=2)=[CH:19][CH:20]=1. Reported procedure: A mixture of 9.4 g of N-bromosuccinimide and 0.2 g of azoisobutyronitrile is added in portions at 70° C. and in the course of 30 minutes to a solution of 10.7 g of 4-methoxy-6-methyl-2-p-tolylpyrimidine and 0.2 g of dibenzoyl peroxide in 100 ml of anhydrous tetrachloromethane. The mixture is then kept for 2 hours at reflux temperature. After cooling, the succinimide is filtered with suction and the filter cake is washed with 200 ml of tetrachloromethane and the filtrate is concentrated. Recrysta...